Dataset: the Open Reaction Database (ORD), a public repository of structured organic reaction records. Task: describe an organic reaction: reactants, conditions, products, and yield The reactants are Cc1nnc(-c2ccc([N+](=O)[O-])cc2)n1-c1ccccc1C(=O)O, C1CCOC1. Yields the product Cc1nnc(-c2ccc(N)cc2)n1-c1ccccc1C(=O)O. As a reaction SMILES: [CH3:1][c:2]1[n:3][n:4][c:5](-[c:16]2[cH:17][cH:18][c:19]([N+:22]([O-:23])=[O:24])[cH:20][cH:21]2)[n:6]1-[c:7]1[c:8]([C:9](=[O:10])[OH:11])[cH:12][cH:13][cH:14][cH:15]1.[O:25]1[CH2:26][CH2:27][CH2:28][CH2:29]1>>[CH3:1][c:2]1[n:3][n:4][c:5](-[c:16]2[cH:17][cH:18][c:19]([NH2:22])[cH:20][cH:21]2)[n:6]1-[c:7]1[c:8]([C:9](=[O:10])[OH:11])[cH:12][cH:13][cH:14][cH:15]1. The reactants are IC1=CC(=C(C(=O)O)C=C1Cl)OC (4-iodo-5-chloro-2-methoxy benzoic acid), C(C)OC1=C(C=CC=C1)B(O)O (2-ethoxy phenyl boronic acid), C([O-])([O-])=O.[K+].[K+] (potassium carbonate), Cl (hydrochloric acid). Reagents/catalysts: [Pd].C1(=CC=CC=C1)P(C1=CC=CC=C1)C1=CC=CC=C1.C1(=CC=CC=C1)P(C1=CC=CC=C1)C1=CC=CC=C1.C1(=CC=CC=C1)P(C1=CC=CC=C1)C1=CC=CC=C1.C1(=CC=CC=C1)P(C1=CC=CC=C1)C1=CC=CC=C1 (tetrakis(triphenylphosphine) palladium(0)). The solvent is CN(C=O)C (N,N-dimethylformamide). Yields the product ClC1=C(C=C(C(=C1)C(=O)O)OC)C1=C(C=CC=C1)OCC (2-Chloro-2′-ethoxy-5-methoxy-[1,1′-biphenyl]-4-carboxylic acid). Reaction SMILES: I[C:2]1[C:10]([Cl:11])=[CH:9][C:5]([C:6]([OH:8])=[O:7])=[C:4]([O:12][CH3:13])[CH:3]=1.[CH2:14]([O:16][C:17]1[CH:22]=[CH:21][CH:20]=[CH:19][C:18]=1B(O)O)[CH3:15].C(=O)([O-])[O-].[K+].[K+].Cl>CN(C)C=O.[Pd].C1(P(C2C=CC=CC=2)C2C=CC=CC=2)C=CC=CC=1.C1(P(C2C=CC=CC=2)C2C=CC=CC=2)C=CC=CC=1.C1(P(C2C=CC=CC=2)C2C=CC=CC=2)C=CC=CC=1.C1(P(C2C=CC=CC=2)C2C=CC=CC=2)C=CC=CC=1>[Cl:11][C:10]1[CH:9]=[C:5]([C:6]([OH:8])=[O:7])[C:4]([O:12][CH3:13])=[CH:3][C:2]=1[C:18]1[CH:19]=[CH:20][CH:21]=[CH:22][C:17]=1[O:16][CH2:14][CH3:15] |f:2.3.4,7.8.9.10.11|. Reported procedure: To a stirred solution of 4-iodo-5-chloro-2-methoxy benzoic acid of Example 15, Step A (0.500 g, 1.6 mmol) in N,N-dimethylformamide (30 mL) was added 2-ethoxy phenyl boronic acid (0.8 g, 4.8 mmol) and potassium carbonate (2.04 g, 14.7 mmol). This mixture was purged with nitrogen and then treated with a catalytic amount of tetrakis(triphenylphosphine) palladium(0) (0.093 g, 0.08 mmol). The reaction was heated to reflux overnight, cooled, acidified with 2 N hydrochloric acid and extracted with ethy... Reactants: C(#N)C1=CC=C(C=C1)NC=1C=NC=NC1 (5-[(4-cyanophenyl)amino]pyrimidine), FC1=CC=C(C#N)C=C1 (4-fluorobenzonitrile). Yields the product C(#N)C1=CC=C(C=C1)N(C=1C=NC=NC1)C1=CC=C(C=C1)C#N (5-[Bis(4-cyanophenyl)amino]pyrimidine). Reaction SMILES: [C:1]([C:3]1[CH:8]=[CH:7][C:6]([NH:9][C:10]2[CH:11]=[N:12][CH:13]=[N:14][CH:15]=2)=[CH:5][CH:4]=1)#[N:2].F[C:17]1[CH:24]=[CH:23][C:20]([C:21]#[N:22])=[CH:19][CH:18]=1>>[C:1]([C:3]1[CH:8]=[CH:7][C:6]([N:9]([C:17]2[CH:24]=[CH:23][C:20]([C:21]#[N:22])=[CH:19][CH:18]=2)[C:10]2[CH:15]=[N:14][CH:13]=[N:12][CH:11]=2)=[CH:5][CH:4]=1)#[N:2]. Procedure details: Starting compounds: 5-[(4-cyanophenyl)amino]pyrimidine and 4-fluorobenzonitrile Product: [I-].C(CCC)O[C@@]12CCC([C@H]3[C@]14C=1C(=C(C=CC1C[C@H]2[N+](CC4)(C)C)O)O3)=O (14β-butoxy-4,5α-epoxy-3-hydroxy-17,17-dimethyl-6-oxomorphinanium-iodide). The reactants are C(CCC)O[C@@]12CCC([C@H]3[C@]14C=1C(=C(C=CC1C[C@H]2N(CC4)C)O)O3)=O (14β-butoxy-4,5α-epoxy-3-hydroxy-17-methylmorphinan-6-one), CI (methyl iodide). Run in O (water). Procedure: A solution of 14β-butoxy-4,5α-epoxy-3-hydroxy-17-methylmorphinan-6-one (0.53 g, 1.49 mmol) and methyl iodide (1.06 g, 7.44 mmol) in 10 ml of water-free acetonitrile was stirred under N2 at 40° C. (bath temperature) for 2 days and then evaporated down. The evaporation residue (0.70 g of brown oil) was purified using column chromatography (silica gel; CH2Cl2/MeOH 250:4). Yield: 0.31 g (42%) of colourless crystals of the compound 47. Fp. 180-185° C.; MS (CI): 372.2 (M+); IR (KBr): 1726 (C═O) cm−1; ... Reaction SMILES: [CH2:1]([O:5][C@:6]12[C@@H:19]3[N:20]([CH3:23])[CH2:21][CH2:22][C@:11]41[C:12]1[C:13]([O:25][C@H:10]4[C:9](=[O:26])[CH2:8][CH2:7]2)=[C:14]([OH:24])[CH:15]=[CH:16][C:17]=1[CH2:18]3)[CH2:2][CH2:3][CH3:4].[CH3:27][I:28]>O>[I-:28].[CH2:1]([O:5][C@:6]12[C@@H:19]3[N+:20]([CH3:27])([CH3:23])[CH2:21][CH2:22][C@:11]41[C:12]1[C:13]([O:25][C@H:10]4[C:9](=[O:26])[CH2:8][CH2:7]2)=[C:14]([OH:24])[CH:15]=[CH:16][C:17]=1[CH2:18]3)[CH2:2][CH2:3][CH3:4] |f:3.4|. Reactants: [H-] (hydride), [O-2].[Al+3].[O-2].[O-2].[Al+3] (aluminum oxide), C(C1CO1)OCC=C (Allyl glycidyl ether), HMS-501. The reagents and catalysts are O=[Pt]=O (PtO2). Run in C1(=CC=CC=C1)C (toluene). Reaction conditions: temperature 90 celsius. Yields the product C(C1CO1)OCC1CO1 (glycidyl ether). Reaction SMILES: [CH2:1]([O:5][CH2:6][CH:7]=[CH2:8])[CH:2]1[O:4][CH2:3]1.[H-].[O-2:10].[Al+3].[O-2].[O-2].[Al+3]>C1(C)C=CC=CC=1.O=[Pt]=O>[CH2:1]([O:5][CH2:6][CH:7]1[O:10][CH2:8]1)[CH:2]1[O:4][CH2:3]1 |f:2.3.4.5.6|. Reported procedure: Allyl glycidyl ether (13.2 mL, 0.111 mol) was added to HMS-501 (10.0 g, 0.0741 mol) in toluene. A catalytic amount of PtO2 was added, and the mixture was heated at 90° C., overnight. An NMR spectrum taken the following day showed there to be substantially no remaining hydride (peak at approx. 4.7 ppm). The reaction mixture was then cooled and passed through a bed of aluminum oxide layered on top of a fitted glass filter. The frit was washed with additional toluene. The eluent was collected in a ... Reactants: CCCCCCCCN, ClCCl, COC(=O)CCS, CC(C)O. The product is CCCCCCCCNC(=O)CCS. As a reaction SMILES: [CH2:12]([CH2:13][CH2:14][CH2:15][CH2:16][CH2:17][CH2:18][CH3:19])[NH2:20].[CH2:21]([Cl:22])[Cl:23].[CH3:5][O:6][C:7]([CH2:8][CH2:9][SH:10])=[O:11].[CH:1]([OH:2])([CH3:3])[CH3:4]>>[O:6]=[C:7]([CH2:8][CH2:9][SH:10])[NH:20][CH2:12][CH2:13][CH2:14][CH2:15][CH2:16][CH2:17][CH2:18][CH3:19]. Starting materials: CCCC[Sn](CCCC)(CCCC)C1=CC=CC=N1 (2-(1,1,1-Tributylstannyl)pyridine), CCCC[Sn](CCCC)(CCCC)C1=CC=CC=N1 (2-(1,1,1-tributylstannyl)pyridine), BrC1=COC2=C1C=NC(=C2O[C@H](C)C2=C(C(=CC=C2Cl)F)Cl)N (3-bromo-7-[(R)-1-(2,6-dichloro-3-fluorophenyl)-ethoxy]-furo[3,2-c]pyridin-6-ylamine), [F-].[K+] (KF), O1CCOCC1 (1,4-dioxane). The reagents and catalysts are C=1C=CC(=CC1)[P](C=2C=CC=CC2)(C=3C=CC=CC3)[Pd]([P](C=4C=CC=CC4)(C=5C=CC=CC5)C=6C=CC=CC6)([P](C=7C=CC=CC7)(C=8C=CC=CC8)C=9C=CC=CC9)[P](C=1C=CC=CC1)(C=1C=CC=CC1)C=1C=CC=CC1 (Pd(PPh3)4). Run in C(Cl)Cl (DCM). Conditions: temperature 100 celsius. Product: ClC1=C(C(=CC=C1F)Cl)[C@@H](C)OC=1C2=C(C=NC1N)C(=CO2)C2=NC=CC=C2 (7-[(R)-1-(2,6-Dichloro-3-fluorophenyl)-ethoxy]-3-pyridin-2-ylfuro[3,2-c]pyridin-6-ylamine). As a reaction SMILES: Br[C:2]1[C:6]2[CH:7]=[N:8][C:9]([NH2:23])=[C:10]([O:11][C@@H:12]([C:14]3[C:19]([Cl:20])=[CH:18][CH:17]=[C:16]([F:21])[C:15]=3[Cl:22])[CH3:13])[C:5]=2[O:4][CH:3]=1.[F-].[K+].O1CCOCC1.CCCC[Sn]([C:45]1[N:50]=[CH:49][CH:48]=[CH:47][CH:46]=1)(CCCC)CCCC>C(Cl)Cl.C1C=CC([P]([Pd]([P](C2C=CC=CC=2)(C2C=CC=CC=2)C2C=CC=CC=2)([P](C2C=CC=CC=2)(C2C=CC=CC=2)C2C=CC=CC=2)[P](C2C=CC=CC=2)(C2C=CC=CC=2)C2C=CC=CC=2)(C2C=CC=CC=2)C2C=CC=CC=2)=CC=1>[Cl:22][C:15]1[C:16]([F:21])=[CH:17][CH:18]=[C:19]([Cl:20])[C:14]=1[C@H:12]([O:11][C:10]1[C:5]2[O:4][CH:3]=[C:2]([C:49]3[CH:48]=[CH:47][CH:46]=[CH:45][N:50]=3)[C:6]=2[CH:7]=[N:8][C:9]=1[NH2:23])[CH3:13] |f:1.2,^1:57,59,78,97|. Reported procedure: A mixture of 3-bromo-7-[(R)-1-(2,6-dichloro-3-fluorophenyl)-ethoxy]-furo[3,2-c]pyridin-6-ylamine (49.0 mg, 0.117 mmol), KF (44 mg, 0.75 mmol), and Pd(PPh3)4 (13 mg, 0.011 mmol) in 1,4-dioxane (1.0 mL, 13 mmol) in a microwave reactor vial was evacuated and refilled with nitrogen (3×). 2-(1,1,1-Tributylstannyl)pyridine (90% pure; 60 μL, 0.17 mmol) was added, and the reaction mixture was heated to 100° C. for 45 min. Further 2-(1,1,1-tributylstannyl)pyridine (90% pure; 30 μL, 0.083 mmol) was added,... Starting materials: NC1=CC=C(C=C1)N1C2=C(NC(CC1=O)=O)C1=CC=CC=C1C=C2 (5-(4-aminophenyl)-1H-naphtho[1,2-b][1,4]diazepine-2,4(3H,5H)-dione), IC1=C(C(=O)NCCN2C3=C(NC(CC2=O)=O)C2=CC=CC=C2C=C3)C=CC=C1 (5-[2-(2-Iodobenzoyl)aminoethyl]-1H-naphtho[1,2-b][1,4]diazepine-2,4(3H,5H)-dione), CN1CCC(CC1)C(=O)Cl (1-methylpiperidine-4-carbonyl chloride). Product: CN1CCC(CC1)C(=O)NC1=CC=C(C=C1)N1C2=C(NC(CC1=O)=O)C1=CC=CC=C1C=C2 (5-[4-[(1-Methylpiperidin-4-yl)carbonylamino]phenyl]-1H-naphtho[1,2-b][1,4]diazepine-2,4(3H,5H)-dione). The yield is 100.0%. As a reaction SMILES: [NH2:1][C:2]1[CH:7]=[CH:6][C:5]([N:8]2[C:14](=[O:15])[CH2:13][C:12](=[O:16])[NH:11][C:10]3[C:17]4[C:22]([CH:23]=[CH:24][C:9]2=3)=[CH:21][CH:20]=[CH:19][CH:18]=4)=[CH:4][CH:3]=1.[CH3:25][N:26]1[CH2:31][CH2:30][CH:29]([C:32](Cl)=[O:33])[CH2:28][CH2:27]1.IC1C=CC=CC=1C(NCCN1C(=O)CC(=O)NC2C3C(C=CC1=2)=CC=CC=3)=O>>[CH3:25][N:26]1[CH2:31][CH2:30][CH:29]([C:32]([NH:1][C:2]2[CH:7]=[CH:6][C:5]([N:8]3[C:14](=[O:15])[CH2:13][C:12](=[O:16])[NH:11][C:10]4[C:17]5[C:22]([CH:23]=[CH:24][C:9]3=4)=[CH:21][CH:20]=[CH:19][CH:18]=5)=[CH:4][CH:3]=2)=[O:33])[CH2:28][CH2:27]1. Procedure: By using 5-(4-aminophenyl)-1H-naphtho[1,2-b][1,4]diazepine-2,4(3H,5H)-dione obtained in Example 1, (3), and 1-methylpiperidine-4-carbonyl chloride, the title compound (yield 100%) was obtained in the same manner as that of Example 1, (4). The reactants are ClC1=C(C2=C(C(C3=C(CC2)C=CC=C3)=O)C=C1)OC[C@@H]1OC(OC1)(C)C ((S)-2-chloro-1-(2,2-dimethyl-[1,3]dioxolan-4-ylmethoxy)-10,11-dihydrodibenzo[a,d]cyclohepten-5-one), FC1=C(N)C=CC(=C1)F (2,4-difluoroaniline), P (phosphine), O([Na])C(C)(C)C (NaOtert-Bu), C1(=CC=CC=C1)C (toluene). The reagents and catalysts are CC(=O)[O-].CC(=O)[O-].[Pd+2] (Pd(OAc)2). The solvent is C(C)(C)(C)O (tert-BuOH). Yields the product FC1=C(C=CC(=C1)F)NC1=CC2=C(C(C3=C(CC2)C=C(C=C3)OC[C@@H]3OC(OC3)(C)C)=O)C=C1 ((S)-2-(2,4-Difluorophenylamino)-8-(2,2-dimethyl-[1,3]dioxolan-4-ylmethoxy)-10,11-dihydrodibenzo[a,d]cyclohepten-5-one). RXN SMILES: Cl[C:2]1[CH:17]=[CH:16][C:5]2[C:6](=O)C3C=CC=CC=3CC[C:4]=2[C:3]=1[O:18][CH2:19][C@H:20]1[CH2:24][O:23][C:22]([CH3:26])([CH3:25])[O:21]1.[F:27][C:28]1[CH:34]=[C:33]([F:35])[CH:32]=[CH:31][C:29]=1[NH2:30].P.[O:37]([C:39](C)(C)C)[Na].[C:43]1([CH3:49])[CH:48]=[CH:47][CH:46]=[CH:45][CH:44]=1>C(O)(C)(C)C.CC([O-])=O.CC([O-])=O.[Pd+2]>[F:27][C:28]1[CH:34]=[C:33]([F:35])[CH:32]=[CH:31][C:29]=1[NH:30][C:45]1[CH:46]=[CH:47][C:48]2[C:39](=[O:37])[C:16]3[CH:17]=[CH:2][C:3]([O:18][CH2:19][C@H:20]4[CH2:24][O:23][C:22]([CH3:25])([CH3:26])[O:21]4)=[CH:4][C:5]=3[CH2:6][CH2:49][C:43]=2[CH:44]=1 |f:6.7.8|. Reported procedure: For the synthesis of the title compound, 0.81 g (0.0022 mol) of (S)-2-chloro-1-(2,2-dimethyl-[1,3]dioxolan-4-ylmethoxy)-10,11-dihydrodibenzo[a,d]cyclohepten-5-one, 0.25 g (0.0019 mol) of 2,4-difluoroaniline, 2 spatula tips of Pd(OAc)2, 0.14 g of phosphine ligand and 0.70 g (0.0073 mol) of NaOtert-Bu in 10 ml of toluene and 2 ml of tert-BuOH are reacted by method O. Purification is carried out by column chromatography (flash; SiO2; hexane 80%/ethyl acetate 20%). Run at temperature 130 celsius, time 1 hour. Yield: 79.8%. The product is C(C)(C)(C)OC(C(CNC(=O)C=1N=C(C2=CC(=CC=C2C1O)CC1=CC=CC=C1)C#N)(C)C)=O (3-[(7-Benzyl-1-cyano-4-hydroxy-isoquinoline-3-carbonyl)-amino]-2,2-dimethyl-propionic acid tert-butyl ester). Solvent: C(C)O (ethanol). The reactants are COC(=O)C=1N=C(C2=CC(=CC=C2C1O)CC1=CC=CC=C1)C#N (7-Benzyl-1-cyano-4-hydroxy-isoquinoline-3-carboxylic acid methyl ester), C(C)(C)(C)OC(C(CN)(C)C)=O (3-amino-2,2-dimethyl-propionic acid tert-butyl ester). Reaction SMILES: CO[C:3]([C:5]1[N:6]=[C:7]([C:23]#[N:24])[C:8]2[C:13]([C:14]=1[OH:15])=[CH:12][CH:11]=[C:10]([CH2:16][C:17]1[CH:22]=[CH:21][CH:20]=[CH:19][CH:18]=1)[CH:9]=2)=[O:4].[C:25]([O:29][C:30](=[O:36])[C:31]([CH3:35])([CH3:34])[CH2:32][NH2:33])([CH3:28])([CH3:27])[CH3:26]>C(O)C>[C:25]([O:29][C:30](=[O:36])[C:31]([CH3:35])([CH3:34])[CH2:32][NH:33][C:3]([C:5]1[N:6]=[C:7]([C:23]#[N:24])[C:8]2[C:13]([C:14]=1[OH:15])=[CH:12][CH:11]=[C:10]([CH2:16][C:17]1[CH:22]=[CH:21][CH:20]=[CH:19][CH:18]=1)[CH:9]=2)=[O:4])([CH3:28])([CH3:26])[CH3:27]. Procedure details: A mixture of 7-Benzyl-1-cyano-4-hydroxy-isoquinoline-3-carboxylic acid methyl ester (20 mg, 0.06 mmole) and 3-amino-2,2-dimethyl-propionic acid tert-butyl ester (22 mg, 0.12 mmole) in anhydrous ethanol (0.6 ml) was stirred at 130° C. in a CEM microwave synthesizer for one hour before it was cooled to room temperature, concentrated and purified by flash column chromatography on silica gel with a gradient of dichloromethane and hexanes to give the title compound as a white solid (22 mg). LC-MS ESI...